From a dataset of the Open Reaction Database (ORD), a public repository of structured organic reaction records. describe an organic reaction: reactants, conditions, products, and yield Yields the product CCc1c(Oc2cc(C)cc(C)c2)n(Cc2nc3ccccc3o2)c(=O)[nH]c1=O. Reaction SMILES: [CH2:1]([CH3:2])[c:3]1[c:4](=[O:19])[nH:5][c:6](=[O:18])[nH:7][c:8]1[O:9][c:10]1[cH:11][c:12]([CH3:17])[cH:13][c:14]([CH3:16])[cH:15]1.[Cl:20][CH2:21][c:22]1[o:23][c:24]2[c:25]([n:26]1)[cH:27][cH:28][cH:29][cH:30]2>>[CH2:1]([CH3:2])[c:3]1[c:4](=[O:19])[nH:5][c:6](=[O:18])[n:7]([CH2:21][c:22]2[o:23][c:24]3[c:25]([n:26]2)[cH:27][cH:28][cH:29][cH:30]3)[c:8]1[O:9][c:10]1[cH:11][c:12]([CH3:17])[cH:13][c:14]([CH3:16])[cH:15]1. Starting materials: CCc1c(Oc2cc(C)cc(C)c2)[nH]c(=O)[nH]c1=O, ClCc1nc2ccccc2o1.